The task is: describe an organic reaction: reactants, conditions, products, and yield. This data is from the Open Reaction Database (ORD), a public repository of structured organic reaction records. Starting materials: CCOC(=O)C=C(C)c1ccc(Br)cc1, CC(C)(C)c1ccc(B(O)O)cc1. Product: CCOC(=O)C=C(C)c1ccc(-c2ccc(C(C)(C)C)cc2)cc1. Reaction SMILES: [Br:1][c:2]1[cH:3][cH:4][c:5]([C:8](=[CH:9][C:10](=[O:11])[O:12][CH2:13][CH3:14])[CH3:15])[cH:6][cH:7]1.[C:16]([CH3:17])([CH3:18])([CH3:19])[c:20]1[cH:21][cH:22][c:23]([B:26]([OH:27])[OH:28])[cH:24][cH:25]1>>[c:2]1(-[c:23]2[cH:22][cH:21][c:20]([C:16]([CH3:17])([CH3:18])[CH3:19])[cH:25][cH:24]2)[cH:3][cH:4][c:5]([C:8](=[CH:9][C:10](=[O:11])[O:12][CH2:13][CH3:14])[CH3:15])[cH:6][cH:7]1. The reactants are [OH-].[Na+] (sodium hydroxide), C(#N)C(C(=O)N)C1OC(C(=C1Cl)Cl)=O (2-Cyano-2-(3,4-dichloro-5-oxo-2,5-dihydrofuran-2-yl)acetamide), Cl.BrC=1C=CC(=C(C1)CN)S(=O)(=O)C (1-[5-bromo-2-(methylsulfonyl)phenyl]methanamine hydrochloride), C([O-])([O-])=O.[K+].[K+] (potassium carbonate). Solvent: C(C)O (ethanol). The product is Cl.BrC=1C=CC(=C(CN2C(C(=CC(=C2)Cl)C(=O)N)=N)C1)S(=O)(=O)C (1-[5-bromo-2-(methylsulfonyl)benzyl]-5-chloro-2-imino-1,2-dihydropyridine-3-carboxamide hydrochloride). Yield: 47.7%. RXN SMILES: [C:1]([CH:3]([CH:7]1[C:11]([Cl:12])=[C:10](Cl)C(=O)O1)[C:4]([NH2:6])=[O:5])#[N:2].Cl.[Br:16][C:17]1[CH:18]=[CH:19][C:20]([S:25]([CH3:28])(=[O:27])=[O:26])=[C:21]([CH2:23][NH2:24])[CH:22]=1.C(=O)([O-])[O-].[K+].[K+].[OH-].[Na+]>C(O)C>[ClH:12].[Br:16][C:17]1[CH:18]=[CH:19][C:20]([S:25]([CH3:28])(=[O:27])=[O:26])=[C:21]([CH:22]=1)[CH2:23][N:24]1[CH:10]=[C:11]([Cl:12])[CH:7]=[C:3]([C:4]([NH2:6])=[O:5])[C:1]1=[NH:2] |f:1.2,3.4.5,6.7,9.10|. Reported procedure: (Step 5) 2-Cyano-2-(3,4-dichloro-5-oxo-2,5-dihydrofuran-2-yl)acetamide (1.95 g), 1-[5-bromo-2-(methylsulfonyl)phenyl]methanamine hydrochloride obtained in Step 4 (3.0 g) and potassium carbonate (3.45 g) were stirred in ethanol (30 ml) at 80° C. for 16 hr. The reaction mixture was treated with 1N sodium hydroxide solution, and extracted with ethyl acetate. The organic layer was washed with saturated brine, and dried over magnesium sulfate. The solvent was evaporated under reduced pressure. The re...